The task is: describe an organic reaction: reactants, conditions, products, and yield. This data is from the Open Reaction Database (ORD), a public repository of structured organic reaction records. The reactants are CC(C)(C)c1cc(Cl)c(O)cc1[N+](=O)[O-], CO. Product: CC(C)(C)c1cc(Cl)c(O)cc1N. Reaction SMILES: [C:1]([CH3:2])([CH3:3])([CH3:4])[c:5]1[cH:6][c:7]([Cl:15])[c:8]([OH:14])[cH:9][c:10]1[N+:11]([O-:12])=[O:13].[CH3:16][OH:17]>>[C:1]([CH3:2])([CH3:3])([CH3:4])[c:5]1[cH:6][c:7]([Cl:15])[c:8]([OH:14])[cH:9][c:10]1[NH2:11]. Reactants: [Li+], C1CCOC1, [OH-], O, C#CCCC(C(=O)N1C(=O)OCC1c1ccccc1)C(O)c1ccccc1, OO. Yields the product C#CCCC(C(=O)O)C(O)c1ccccc1. RXN SMILES: [Li+:35].[O:28]1[CH2:29][CH2:30][CH2:31][CH2:32]1.[OH-:36].[OH2:37].[OH:1][CH:2]([CH:3]([C:4](=[O:5])[N:6]1[CH:7]([c:8]2[cH:9][cH:10][cH:11][cH:12][cH:13]2)[CH2:14][O:15][C:16]1=[O:17])[CH2:18][CH2:19][C:20]#[CH:21])[c:22]1[cH:23][cH:24][cH:25][cH:26][cH:27]1.[OH:33][OH:34]>>[OH:1][CH:2]([CH:3]([C:4]([OH:5])=[O:28])[CH2:18][CH2:19][C:20]#[CH:21])[c:22]1[cH:23][cH:24][cH:25][cH:26][cH:27]1. Starting materials: C(C)(C)(C)[Si](C)(C)OC1=C(C=CC=C1)CC=C (tert-butyl(2-allylphenoxy)dimethylsilane), C(=C)C(=O)C (methyl vinyl ketone). The reagents and catalysts are catalyst. Product: [Si](C)(C)(C(C)(C)C)OC1=C(C=CC=C1)C/C=C/C(C)=O ((E)-5-(2-(tert-Butyldimethylsilyloxy)phenyl)pent-3-en-2-one). Isolated yield 73.7%. As a reaction SMILES: [C:1]([Si:5]([O:8][C:9]1[CH:14]=[CH:13][CH:12]=[CH:11][C:10]=1[CH2:15][CH:16]=[CH2:17])([CH3:7])[CH3:6])([CH3:4])([CH3:3])[CH3:2].[CH:18]([C:20](C)=[O:21])=C>>[Si:5]([O:8][C:9]1[CH:14]=[CH:13][CH:12]=[CH:11][C:10]=1[CH2:15]/[CH:16]=[CH:17]/[C:20](=[O:21])[CH3:18])([C:1]([CH3:4])([CH3:3])[CH3:2])([CH3:7])[CH3:6]. Procedure: The representative procedure was followed using tert-butyl(2-allylphenoxy)dimethylsilane (124 mg, 0.50 mmol), methyl vinyl ketone (106 mg, 1.50 mmol) and Grubbs-2 catalyst (8.5 mg, 0.01 mmol). Column chromatography on silica gel (eluting with 3% EtOAc/hexanes) afforded the product as a colorless oil (107 mg, 74%). Reactants: C(\C=C/C(=O)O)(=O)O (maleic acid), C([O-])([O-])=O.[K+].[K+] (potassium carbonate), C(=O)(Cl)Cl (carbonyl chloride), NC1=C(C=CC(=C1)C)N1CCC2=CC=CC=C12 (1-(2-amino-4-methylphenyl)indoline), C([O-])([O-])=O.[K+].[K+] (potassium carbonate), 56.7, Cl.CN1CCN(CC1)C(=O)Cl (4-methyl-1-piperazinecarbonyl chloride hydrochloride). The solvent is O (water), CO (methanol), C(Cl)(Cl)Cl (chloroform), ClCCl (dichloromethane). Conditions: time 15 minute. The product is C(\C=C/C(=O)O)(=O)O.CC=1C=CC(=C(C1)NC(=O)N1CCN(CC1)C)N1CCC2=CC=CC=C12 (N-[5-methyl-2-(2,3-dihydro-1H-indol-1-yl)-phenyl]-4-methyl-1-piperazinecarboxamide maleate). Reaction SMILES: [NH2:1][C:2]1[CH:7]=[C:6]([CH3:8])[CH:5]=[CH:4][C:3]=1[N:9]1[C:17]2[C:12](=[CH:13][CH:14]=[CH:15][CH:16]=2)[CH2:11][CH2:10]1.C(=O)([O-])[O-].[K+].[K+].Cl.[CH3:25][N:26]1[CH2:31][CH2:30][N:29]([C:32](Cl)=[O:33])[CH2:28][CH2:27]1.C(Cl)(Cl)=O.[C:39]([OH:46])(=[O:45])/[CH:40]=[CH:41]\[C:42]([OH:44])=[O:43]>C(Cl)(Cl)Cl.ClCCl.CO.O>[C:39]([OH:46])(=[O:45])/[CH:40]=[CH:41]\[C:42]([OH:44])=[O:43].[CH3:8][C:6]1[CH:5]=[CH:4][C:3]([N:9]2[C:17]3[C:12](=[CH:13][CH:14]=[CH:15][CH:16]=3)[CH2:11][CH2:10]2)=[C:2]([NH:1][C:32]([N:29]2[CH2:30][CH2:31][N:26]([CH3:25])[CH2:27][CH2:28]2)=[O:33])[CH:7]=1 |f:1.2.3,4.5,12.13|. Procedure details: To a stirred solution, under nitrogen of 43.0 g (0.190 mole) of 1-(2-amino-4-methylphenyl)indoline of Example 5b and 105 g (0.76 mole) of milled potassium carbonate in 1000 ml of chloroform was added 56.7 (0.285 mole) of 4-methyl-1-piperazinecarbonyl chloride hydrochloride in portions over 10 minutes. The reaction was refluxed for 7 hours, when an additional charge of 13.1 g (0.095 mole) of potassium carbonate and 18.9 g (0.095 mole) of the carbonyl chloride reagent was added. After refluxing ov... Reactants: C(C)(=O)O (acetic acid), C(C=C)I (allyl iodide), C(C)(=O)NC1=CC=C(C(=O)OCC)C=C1 (ethyl 4-acetylaminobenzoate). Reagents/catalysts: C(C)(=O)[O-].[Pd+2].C(C)(=O)[O-] (palladium acetate). Solvent: C1(=CC=CC=C1)C (toluene). Run at temperature 60 celsius, time 16 hour. Product: C(C)OC(C1=CC(=C(C=C1)NC(C)=O)CC=C)=O (ethyl-4-acetylamino-3-allylbenzoate). The yield is 34.4%. RXN SMILES: [C:1]([NH:4][C:5]1[CH:15]=[CH:14][C:8]([C:9]([O:11][CH2:12][CH3:13])=[O:10])=[CH:7][CH:6]=1)(=[O:3])[CH3:2].C(O)(=O)C.[CH2:20](I)[CH:21]=[CH2:22]>C1(C)C=CC=CC=1.C([O-])(=O)C.[Pd+2].C([O-])(=O)C>[CH2:12]([O:11][C:9](=[O:10])[C:8]1[CH:14]=[CH:15][C:5]([NH:4][C:1](=[O:3])[CH3:2])=[C:6]([CH2:22][CH:21]=[CH2:20])[CH:7]=1)[CH3:13] |f:4.5.6|. Reported procedure: A solution of ethyl-4-acetylaminobenzoate (Coneglio, L. Rend. Acad. Sci. Napoli [3] 1931, 36, 56-60) (2.07 g, 0.01 mol) and palladium acetate (1.12 g, 0.005 mol) in dry toluene (17 mL) was heated at reflux for 0.75 h under nitrogen. The solution was cooled to 60° C., the toluene was decanted, and the residue was washed with fresh toluene. The combined filtrates were heated at reflux for 3 h, the precipitate was collected by filtration, and mixed with the previous residue. The combined greenish r... Run in C1CCOC1 (THF), C1(=CC=CC=C1)C (toluene). Starting materials: C(#N)[C@H]1C[C@@H](O[C@@H]1COC(C1=CC=CC=C1)(C1=CC=CC=C1)C1=CC=CC=C1)N1C(=O)NC(=O)C=C1 (3′- cyano-2′,3′-dideoxy-5′-O-trityluridine), [C@@H]1(C[C@H](O)[C@@H](CO)O1)N1C(=O)NC(=O)C(C)=C1 (thymidine), CC(C)C[AlH]CC(C)C (DIBAL-H). Isolated yield 53.0%. As a reaction SMILES: [C:1]([C@@H:3]1[C@@H:7]([CH2:8][O:9][C:10]([C:23]2[CH:28]=[CH:27][CH:26]=[CH:25][CH:24]=2)([C:17]2[CH:22]=[CH:21][CH:20]=[CH:19][CH:18]=2)[C:11]2[CH:16]=[CH:15][CH:14]=[CH:13][CH:12]=2)[O:6][C@@H:5]([N:29]2[CH:36]=[CH:35][C:33](=[O:34])[NH:32][C:30]2=[O:31])[CH2:4]1)#N.[C@@H]1(N2C=C(C)C(=O)NC2=O)O[C@H](CO)[C@@H]([OH:40])C1.CC(C[AlH]CC(C)C)C>C1COCC1.C1(C)C=CC=CC=1>[C:10]([O:9][CH2:8][C@H:7]1[O:6][C@@H:5]([N:29]2[CH:36]=[CH:35][C:33](=[O:34])[NH:32][C:30]2=[O:31])[CH2:4][C@@H:3]1[CH:1]=[O:40])([C:11]1[CH:12]=[CH:13][CH:14]=[CH:15][CH:16]=1)([C:23]1[CH:28]=[CH:27][CH:26]=[CH:25][CH:24]=1)[C:17]1[CH:22]=[CH:21][CH:20]=[CH:19][CH:18]=1. Reported procedure: To a stirred solution of 3′- cyano-2′,3′-dideoxy-5′-O-trityluridine (0.96 g, 2 mmol), (prepared in a manner equivalent to that of the thymidine analog above) in dry THF (20 ml) under argon, was added a solution of DIBAL-H in toluene (Aldrich) (1M, 4 ml) at −10° C. over a period of 10 min. After 30 mins the reaction was quenched with MeOH (5 ml) at −10° C. The mixture was further stirred at ambient temperature for 30 mins and diluted with CH2Cl2 (25 ml) before concentrating under vacuum. This pro... Yields the product C(C1=CC=CC=C1)(C1=CC=CC=C1)(C1=CC=CC=C1)OC[C@@H]1[C@H](C[C@@H](O1)N1C(=O)NC(=O)C=C1)C=O (5′-O-trityl-3′-C-formyl-2′,3′-dideoxyuridine). Reaction conditions: time 30 minute. The reactants are BrC=Cc1ccccc1, C1CCOC1, CN1C(=O)CCCC1=O, [Cl-], [Mg], [NH4+]. Product: CN1C(=O)CCCC1(O)C=Cc1ccccc1. As a reaction SMILES: [Br:2][CH:3]=[CH:4][c:5]1[cH:6][cH:7][cH:8][cH:9][cH:10]1.[CH2:22]1[O:23][CH2:24][CH2:25][CH2:26]1.[CH3:11][N:12]1[C:13](=[O:19])[CH2:14][CH2:15][CH2:16][C:17]1=[O:18].[Cl-:20].[Mg:1].[NH4+:21]>>[CH:3](=[CH:4][c:5]1[cH:6][cH:7][cH:8][cH:9][cH:10]1)[C:17]1([OH:18])[N:12]([CH3:11])[C:13](=[O:19])[CH2:14][CH2:15][CH2:16]1.